This data is from the Open Reaction Database (ORD), a public repository of structured organic reaction records. The task is: describe an organic reaction: reactants, conditions, products, and yield The reactants are O=C([O-])[O-], CI, CC(C)=O, O=C1C2=C(CCCC2)C(S)N1c1ccc(Cl)cc1F, [K+], [K+]. The product is CSC1C2=C(CCCC2)C(=O)N1c1ccc(Cl)cc1F. RXN SMILES: [C:22](=[O:23])([O-:24])[O-:25].[CH3:20][I:21].[CH3:28][C:29](=[O:30])[CH3:31].[Cl:1][c:2]1[cH:3][c:4]([F:19])[c:5]([N:8]2[C:9](=[O:18])[C:10]3=[C:15]([CH2:14][CH2:13][CH2:12][CH2:11]3)[CH:16]2[SH:17])[cH:6][cH:7]1.[K+:26].[K+:27]>>[Cl:1][c:2]1[cH:3][c:4]([F:19])[c:5]([N:8]2[C:9](=[O:18])[C:10]3=[C:15]([CH2:14][CH2:13][CH2:12][CH2:11]3)[CH:16]2[S:17][CH3:22])[cH:6][cH:7]1. The reactants are NC1=NC(=C(C(=N1)S(=O)(=O)C)C#N)C1=CC(=C(C(=C1)OC)OC)OC (2-amino-4-methanesulfonyl-6-(3,4,5-trimethoxy-phenyl)-pyrimidine-5-carbonitrile), C(C1=CC=CC=C1)O (benzyl alcohol), C1CCC2=NCCCN2CC1 (DBU). The solvent is COCCOC (DME). Yields the product NC1=NC(=C(C(=N1)OCC1=CC=CC=C1)C#N)C1=CC(=C(C(=C1)OC)OC)OC (2-Amino-4-benzyloxy-6-(3,4,5-trimethoxy-phenyl)-pyrimidine-5-carbonitrile). RXN SMILES: [NH2:1][C:2]1[N:7]=[C:6](S(C)(=O)=O)[C:5]([C:12]#[N:13])=[C:4]([C:14]2[CH:19]=[C:18]([O:20][CH3:21])[C:17]([O:22][CH3:23])=[C:16]([O:24][CH3:25])[CH:15]=2)[N:3]=1.[CH2:26]([OH:33])[C:27]1[CH:32]=[CH:31][CH:30]=[CH:29][CH:28]=1.C1CCN2C(=NCCC2)CC1>COCCOC>[NH2:1][C:2]1[N:7]=[C:6]([O:33][CH2:26][C:27]2[CH:32]=[CH:31][CH:30]=[CH:29][CH:28]=2)[C:5]([C:12]#[N:13])=[C:4]([C:14]2[CH:19]=[C:18]([O:20][CH3:21])[C:17]([O:22][CH3:23])=[C:16]([O:24][CH3:25])[CH:15]=2)[N:3]=1. Reported procedure: From 2-amino-4-methanesulfonyl-6-(3,4,5-trimethoxy-phenyl)-pyrimidine-5-carbonitrile, benzyl alcohol and DBU in DME. EI-MS m/e (%): 392 (M+, 40), 91 ([PhCH2]+, 100).